This data is from the Open Reaction Database (ORD), a public repository of structured organic reaction records. The task is: describe an organic reaction: reactants, conditions, products, and yield Starting materials: Cl (hydrogen chloride), O (water), C(C)(=O)OCC (ethyl acetate), COC(COC1=C(C=C(C=C1)SC1=CC(=NC(=C1)C#CC1=CC=C(C=C1)CO)C#CC1=CC=C(C=C1)CO)C)=O ({4-[2,6-Bis-(4-hydroxymethyl-phenylethynyl)-pyridin-4-ylsulfanyl]-2-methyl-phenoxy}-acetic acid methyl ester). The solvent is C1CCOC1 (THF), C(C)O (ethanol), [OH-].[Na+] (sodium hydroxide). Reaction conditions: time 1 hour. Product: OCC1=CC=C(C=C1)C#CC1=NC(=CC(=C1)SC1=CC(=C(OCC(=O)O)C=C1)C)C#CC1=CC=C(C=C1)CO ({4-[2,6-bis-(4-hydroxymethyl-phenylethynyl)-pyridin-4-ylsulfanyl]-2-methyl-phenoxy}-acetic acid). RXN SMILES: C[O:2][C:3](=[O:40])[CH2:4][O:5][C:6]1[CH:11]=[CH:10][C:9]([S:12][C:13]2[CH:18]=[C:17]([C:19]#[C:20][C:21]3[CH:26]=[CH:25][C:24]([CH2:27][OH:28])=[CH:23][CH:22]=3)[N:16]=[C:15]([C:29]#[C:30][C:31]3[CH:36]=[CH:35][C:34]([CH2:37][OH:38])=[CH:33][CH:32]=3)[CH:14]=2)=[CH:8][C:7]=1[CH3:39].Cl.O.C(OCC)(=O)C>C1COCC1.C(O)C.[OH-].[Na+]>[OH:28][CH2:27][C:24]1[CH:25]=[CH:26][C:21]([C:20]#[C:19][C:17]2[CH:18]=[C:13]([S:12][C:9]3[CH:10]=[CH:11][C:6]([O:5][CH2:4][C:3]([OH:40])=[O:2])=[C:7]([CH3:39])[CH:8]=3)[CH:14]=[C:15]([C:29]#[C:30][C:31]3[CH:36]=[CH:35][C:34]([CH2:37][OH:38])=[CH:33][CH:32]=3)[N:16]=2)=[CH:22][CH:23]=1 |f:6.7|. Reported procedure: {4-[2,6-Bis-(4-hydroxymethyl-phenylethynyl)-pyridin-4-ylsulfanyl]-2-methyl-phenoxy}-acetic acid methyl ester (150 mg; 0.27 mmol) was dissolved in a mixture of THF and ethanol (1:1) (10 ml) and 1N sodium hydroxide (1.5 ml) was added. The reaction mixture was stirred for about 1 h and 1N aqueous hydrogen chloride (3 ml), water (10 ml) and ethyl acetate (20 ml) was added. The organic phase was separated from the aqueous phase and the aqueous phase was extracted with ethyl acetate (10 ml). The poole... The reactants are ClCCl, Cc1ccccc1N=C=O, CN(C)C=O, Cc1ccc(-c2cn(-c3nc(-c4cccc(N)c4)cn4ccnc34)cn2)cc1. The product is Cc1ccc(-c2cn(-c3nc(-c4cccc(NC(=O)Nc5ccccc5C)c4)cn4ccnc34)cn2)cc1. As a reaction SMILES: [Cl:44][CH2:45][Cl:46].[N:29](=[C:30]=[O:31])[c:32]1[c:33]([CH3:38])[cH:34][cH:35][cH:36][cH:37]1.[O:39]=[CH:40][N:41]([CH3:42])[CH3:43].[c:1]1([CH3:28])[cH:2][cH:3][c:4](-[c:7]2[n:8][cH:9][n:10](-[c:12]3[c:13]4[n:14]([cH:15][c:16](-[c:18]5[cH:19][c:20]([NH2:24])[cH:21][cH:22][cH:23]5)[n:17]3)[cH:25][cH:26][n:27]4)[cH:11]2)[cH:5][cH:6]1>>[c:1]1([CH3:28])[cH:2][cH:3][c:4](-[c:7]2[n:8][cH:9][n:10](-[c:12]3[c:13]4[n:14]([cH:15][c:16](-[c:18]5[cH:19][c:20]([NH:24][C:30]([NH:29][c:32]6[c:33]([CH3:38])[cH:34][cH:35][cH:36][cH:37]6)=[O:31])[cH:21][cH:22][cH:23]5)[n:17]3)[cH:25][cH:26][n:27]4)[cH:11]2)[cH:5][cH:6]1. Starting materials: C(C)OC(CC1=CC2=CC=CC=C2C(=C1)C(C1=CC=C(C=C1)S(N(C)C)(=O)=O)=O)=O ([4-(4-dimethylsulfamoyl-benzoyl)-naphthalen-2-yl]-acetic acid ethyl ester), [OH-].[Li+] (lithium hydroxide). Run in O1CCCC1.O (tetrahydrofuran water). The product is CN(S(=O)(=O)C1=CC=C(C(=O)C2=CC(=CC3=CC=CC=C23)CC(=O)O)C=C1)C ([4-(4-dimethylsulfamoyl-benzoyl)-naphthalen-2-yl]-acetic acid). Yield: 77878.5%. As a reaction SMILES: C([O:3][C:4](=[O:30])[CH2:5][C:6]1[CH:15]=[C:14]([C:16](=[O:29])[C:17]2[CH:22]=[CH:21][C:20]([S:23](=[O:28])(=[O:27])[N:24]([CH3:26])[CH3:25])=[CH:19][CH:18]=2)[C:13]2[C:8](=[CH:9][CH:10]=[CH:11][CH:12]=2)[CH:7]=1)C.[OH-].[Li+]>O1CCCC1.O>[CH3:26][N:24]([CH3:25])[S:23]([C:20]1[CH:19]=[CH:18][C:17]([C:16]([C:14]2[C:13]3[C:8](=[CH:9][CH:10]=[CH:11][CH:12]=3)[CH:7]=[C:6]([CH2:5][C:4]([OH:30])=[O:3])[CH:15]=2)=[O:29])=[CH:22][CH:21]=1)(=[O:27])=[O:28] |f:1.2,3.4|. Procedure details: To a stirred solution of [4-(4-dimethylsulfamoyl-benzoyl)-naphthalen-2-yl]-acetic acid ethyl ester (180 g, 0.42 mmol) in tetrahydrofuran:water (1:1; 4 mL) was added lithium hydroxide (40 mg, 0.97 mmol) at room temperature, and the resulting mixture was heated at reflux for 6 hours. The solvents were removed under reduced pressure, and the residue was washed with diethyl ether (5×5 mL), and then acidified with 50% aqueous hydrochloric acid solution (10 mL) and extracted with ethyl acetate (3×25 m... Starting materials: COC=1C=C(C=CC1OC)C(O)C=1C=NC=CC1 (3,4-Dimethoxyphenyl-3-pyridyl carbinol), COC=1C=C(C=CC1OC)C1=NC=CC=C1C(=O)C=1C(=NC=CC1)C1=CC(=C(C=C1)OC)OC (3,4-dimethoxyphenyl-3-pyridyl ketone), N1=C(C=CC=C1)CO (2-pyridyl carbinol), BrC=1C=NC=CC1 (3-bromopyridine), Br (hydrobromic acid). Product: OC=1C=C(C=CC1O)C1=NC=CC=C1C(=O)C=1C(=NC=CC1)C1=CC(=C(C=C1)O)O (3,4-dihydroxyphenyl-3-pyridyl ketone), Crown ether. Reaction SMILES: N1C=CC=CC=1CO.BrC1C=NC=CC=1.COC1C=C(C(C2C=NC=CC=2)O)C=CC=1OC.C[O:35][C:36]1[CH:37]=[C:38]([C:44]2[C:49]([C:50]([C:52]3[C:53]([C:58]4[CH:63]=[CH:62][C:61]([O:64]C)=[C:60]([O:66]C)[CH:59]=4)=[N:54][CH:55]=[CH:56][CH:57]=3)=[O:51])=[CH:48][CH:47]=[CH:46][N:45]=2)[CH:39]=[CH:40][C:41]=1[O:42]C.Br>>[OH:66][C:60]1[CH:59]=[C:58]([C:53]2[C:52]([C:50]([C:49]3[C:44]([C:38]4[CH:39]=[CH:40][C:41]([OH:42])=[C:36]([OH:35])[CH:37]=4)=[N:45][CH:46]=[CH:47][CH:48]=3)=[O:51])=[CH:57][CH:56]=[CH:55][N:54]=2)[CH:63]=[CH:62][C:61]=1[OH:64]. Procedure: 3,4-Dimethoxyphenyl-3-pyridyl carbinol was obtained as an oil as described for the preceding 2-pyridyl carbinol of Example 40 except that 3-bromopyridine is used in place of 2-bromopyridine. This carbinol was converted to 3,4-dimethoxyphenyl-3-pyridyl ketone, mp 76°-78° C and reacted with hydrobromic acid to give 3,4-dihydroxyphenyl-3-pyridyl ketone, mp 182°-184° Crown ether formation as described in Example 40 gave 1-(2,3,5,6,8,9,11,12,14,15-decahydro-1,4,7,10,13,16 hexaoxacyclooctadecin-18-yl)... Starting materials: [Br-], O=C1c2cc(Br)ccc2CCC1Cc1cccnc1, C[Mg+], [Cl-], [NH4+], C1CCOC1. Yields the product CC1(O)c2cc(Br)ccc2CCC1Cc1cccnc1. Reaction SMILES: [Br-:1].[Br:4][c:5]1[cH:6][cH:7][c:8]2[c:13]([cH:14]1)[C:12](=[O:15])[CH:11]([CH2:16][c:17]1[cH:18][n:19][cH:20][cH:21][cH:22]1)[CH2:10][CH2:9]2.[CH3:2][Mg+:3].[Cl-:23].[NH4+:24].[O:25]1[CH2:26][CH2:27][CH2:28][CH2:29]1>>[CH3:2][C:12]1([OH:15])[CH:11]([CH2:16][c:17]2[cH:18][n:19][cH:20][cH:21][cH:22]2)[CH2:10][CH2:9][c:8]2[cH:7][cH:6][c:5]([Br:4])[cH:14][c:13]21. Reactants: Nc1ccc(Oc2ccc(NC(=O)OCc3ccccc3)c(F)c2)cn1, Cc1ccc(S(=O)(=O)Cl)cc1, c1ccncc1. Product: Cc1ccc(S(=O)(=O)Nc2ccc(Oc3ccc(NC(=O)OCc4ccccc4)c(F)c3)cn2)cc1. As a reaction SMILES: [NH2:1][c:2]1[cH:3][cH:4][c:5]([O:8][c:9]2[cH:10][c:11]([F:26])[c:12]([NH:15][C:16]([O:17][CH2:18][c:19]3[cH:20][cH:21][cH:22][cH:23][cH:24]3)=[O:25])[cH:13][cH:14]2)[cH:6][n:7]1.[c:27]1([CH3:37])[cH:28][cH:29][c:30]([S:33](=[O:34])(=[O:35])[Cl:36])[cH:31][cH:32]1.[cH:38]1[cH:39][cH:40][n:41][cH:42][cH:43]1>>[NH:1]([c:2]1[cH:3][cH:4][c:5]([O:8][c:9]2[cH:10][c:11]([F:26])[c:12]([NH:15][C:16]([O:17][CH2:18][c:19]3[cH:20][cH:21][cH:22][cH:23][cH:24]3)=[O:25])[cH:13][cH:14]2)[cH:6][n:7]1)[S:33]([c:30]1[cH:29][cH:28][c:27]([CH3:37])[cH:32][cH:31]1)(=[O:34])=[O:35]. Reactants: C1CCC(N2CCNCC2)C1, Cl, Cl, O=C(Cl)C1CC1c1ccccc1. The product is O=C(C1CC1c1ccccc1)N1CCN(C2CCCC2)CC1. RXN SMILES: [CH:15]1([N:20]2[CH2:21][CH2:22][NH:23][CH2:24][CH2:25]2)[CH2:16][CH2:17][CH2:18][CH2:19]1.[ClH:13].[ClH:14].[c:1]1([CH:7]2[CH:8]([C:10](=[O:11])[Cl:12])[CH2:9]2)[cH:2][cH:3][cH:4][cH:5][cH:6]1>>[c:1]1([CH:7]2[CH:8]([C:10](=[O:11])[N:23]3[CH2:22][CH2:21][N:20]([CH:15]4[CH2:16][CH2:17][CH2:18][CH2:19]4)[CH2:25][CH2:24]3)[CH2:9]2)[cH:2][cH:3][cH:4][cH:5][cH:6]1. Reported procedure: To a yellow suspension of (pentamethylcyclopentadienyl)zirconium trichloride, Cp*ZrCl3, (5.00 g, 15.0 mmol, 1.00 equiv.) in ether (50 mL) was added lithium indenide (1.83 g, 15.0 mmol, 1.00 equiv.). The reaction turned slightly more manila-colored. The mixture was stirred 16 hours and then evaporated in vacuo, leaving yellow solid. The solid was extracted with dichloromethane (30 mL, then 3×5 mL) and the extracts were filtered to give light manila solid and a bright yellow solution. The solution... Conditions: time 16 hour. The solvent is CCOCC (ether). Yields the product [Cl-].[Cl-].CC1=C(C(=C(C1(C)[Zr+2]C1C=CC2=CC=CC=C12)C)C)C ((Pentamethylcyclopentadienyl)indenylzirconium dichloride). Reaction SMILES: [Cl-:1].[Cl-].[Cl-].[CH3:4][C:5]1[C:9]([Zr+3:11])([CH3:10])[C:8]([CH3:12])=[C:7]([CH3:13])[C:6]=1[CH3:14].[CH-:15]1[C:23]2[C:18](=[CH:19][CH:20]=[CH:21][CH:22]=2)[CH:17]=[CH:16]1.[Li+]>CCOCC>[Cl-:1].[Cl-:1].[CH3:4][C:5]1[C:9]([Zr+2:11][CH:15]2[C:23]3[C:18](=[CH:19][CH:20]=[CH:21][CH:22]=3)[CH:17]=[CH:16]2)([CH3:10])[C:8]([CH3:12])=[C:7]([CH3:13])[C:6]=1[CH3:14] |f:0.1.2.3,4.5,7.8.9|. The reactants are [Cl-].[Cl-].[Cl-].CC1=C(C(=C(C1(C)[Zr+3])C)C)C ((pentamethylcyclopentadienyl)zirconium trichloride), ZrCl3, [CH-]1C=CC2=CC=CC=C12.[Li+] (lithium indenide). Reactants: COC=1SC=CC1 (2-methoxythiophene), C1(CCCCCCC1)OCCO (2-(cyclooctyloxy) ethanol). Reagents/catalysts: C1(=CC=C(C=C1)S(=O)(=O)O)C (para-toluenesulfonic acid). Solvent: C1=CC=CC=C1 (benzene). Yields the product C1(CCCCCCC1)OCCOC=1SC=CC1 (2-[[2-(cyclooctyloxy) ethyl]oxy]thiophene). The yield is 61.9%. Reaction SMILES: [CH3:1][O:2][C:3]1[S:4][CH:5]=[CH:6][CH:7]=1.[CH:8]1([O:16][CH2:17]CO)[CH2:15][CH2:14][CH2:13][CH2:12][CH2:11][CH2:10][CH2:9]1>C1C=CC=CC=1.C1(C)C=CC(S(O)(=O)=O)=CC=1>[CH:8]1([O:16][CH2:17][CH2:1][O:2][C:3]2[S:4][CH:5]=[CH:6][CH:7]=2)[CH2:15][CH2:14][CH2:13][CH2:12][CH2:11][CH2:10][CH2:9]1. Procedure details: As in Example 1, a solution of 2-methoxythiophene (11.4 g) and 2-(cyclooctyloxy) ethanol (13.78 g) in benzene (200 mL) containing para-toluenesulfonic acid (0.1 g) was stirred at reflux for 3 days in a flask equipped with a Soxhlet extractor charged with 4 Å molecular sieves. After the reaction was worked up in the usual manner, the crude product was purified by HPLC (hexane-diethyl ether; 2.4: 1) to give 12.6 g of 2-[[2-(cyclooctyloxy) ethyl]oxy]thiophene as a colorless oil. A small portion was...